Dataset: the Open Reaction Database (ORD), a public repository of structured organic reaction records. Task: describe an organic reaction: reactants, conditions, products, and yield The reactants are BrC1=CC=C(C=C1)C(=CCSC1=CC(=C(OCC(=O)O)C=C1)C)C1=CC=C(C=C1)Br ({4-[3,3-bis-(4-bromo-phenyl)-allylsulfanyl]-2-methyl-phenoxy}-acetic acid), FC(C=1C=C(C=CC1)B(O)O)(F)F (3-(trifluoromethyl)phenylboronic acid), [F-].[K+] (KF), [Cl-].[NH4+] (ammonium chloride). The reagents and catalysts are C=1C=CC(=CC1)/C=C/C(=O)/C=C/C2=CC=CC=C2.C=1C=CC(=CC1)/C=C/C(=O)/C=C/C2=CC=CC=C2.C=1C=CC(=CC1)/C=C/C(=O)/C=C/C2=CC=CC=C2.[Pd].[Pd] (Pd2(dba)3), CC(C)([P](C(C)(C)C)([Pd][P](C(C)(C)C)(C(C)(C)C)C(C)(C)C)C(C)(C)C)C (Pd(P(t-Bu)3)2). The solvent is C1CCOC1 (THF). Reaction conditions: time 1 hour. Yields the product FC(C=1C=C(C=CC1)C1=CC=C(C=C1)C(=CCSC1=CC(=C(OCC(=O)O)C=C1)C)C1=CC=C(C=C1)C1=CC(=CC=C1)C(F)(F)F)(F)F ({4-[3,3-Bis-(3′-trifluoromethyl-biphenyl-4-yl)-allylsulfanyl]-2-methyl-phenoxy}-acetic acid). RXN SMILES: Br[C:2]1[CH:7]=[CH:6][C:5]([C:8]([C:24]2[CH:29]=[CH:28][C:27](Br)=[CH:26][CH:25]=2)=[CH:9][CH2:10][S:11][C:12]2[CH:22]=[CH:21][C:15]([O:16][CH2:17][C:18]([OH:20])=[O:19])=[C:14]([CH3:23])[CH:13]=2)=[CH:4][CH:3]=1.[F:31][C:32]([F:43])([F:42])[C:33]1[CH:34]=[C:35](B(O)O)[CH:36]=[CH:37][CH:38]=1.[F-:44].[K+].[Cl-].[NH4+]>C1C=CC(/C=C/C(/C=C/C2C=CC=CC=2)=O)=CC=1.C1C=CC(/C=C/C(/C=C/C2C=CC=CC=2)=O)=CC=1.C1C=CC(/C=C/C(/C=C/C2C=CC=CC=2)=O)=CC=1.[Pd].[Pd].CC(C)([P](C(C)(C)C)([Pd][P](C(C)(C)C)(C(C)(C)C)C(C)(C)C)C(C)(C)C)C.C1COCC1>[F:31][C:32]([F:43])([F:42])[C:33]1[CH:34]=[C:35]([C:27]2[CH:26]=[CH:25][C:24]([C:8]([C:5]3[CH:6]=[CH:7][C:2]([C:37]4[CH:36]=[CH:35][CH:34]=[C:33]([C:32]([F:42])([F:31])[F:44])[CH:38]=4)=[CH:3][CH:4]=3)=[CH:9][CH2:10][S:11][C:12]3[CH:22]=[CH:21][C:15]([O:16][CH2:17][C:18]([OH:20])=[O:19])=[C:14]([CH3:23])[CH:13]=3)=[CH:29][CH:28]=2)[CH:36]=[CH:37][CH:38]=1 |f:2.3,4.5,6.7.8.9.10,^1:106,112|. Procedure details: In an evaporated schlenk flask kept under nitrogen atmosphere were added {4-[3,3-bis-(4-bromo-phenyl)-allylsulfanyl]-2-methyl-phenoxy}-acetic acid (231 mg, 0.42 mmol, example 1, step A–B), 3-(trifluoromethyl)phenylboronic acid (203 mg, 1.1 mmol), KF (81 mg, 1.39 mmol), Pd2(dba)3 (23 mg, 25 mmol) and Pd(P(t-Bu)3)2 (26 mg, 51 mmol). THF (5 ml) was added to the solid mixture keeping the mixture under nitrogen. The reaction mixture was stirred at room temperature for 1 h, followed by 10 h at 50° C. ... Reactants: C1=CC(=CC(=C1)Cl)C(=O)OO (mCPBA), CNC(CCCN1C(=NC=2C=NC=3C=CC=CC3C21)CCC)=O (N-methyl-4-(2-propyl-1H-imidazo[4,5-c]quinolin-1-yl)butanamide), [OH-].[NH4+] (ammonium hydroxide), C1(=CC=C(C=C1)S(=O)(=O)Cl)C (p-toluenesulfonyl chloride). Solvent: C(Cl)(Cl)Cl (chloroform). Run at time 1.5 hour. Product: NC1=NC=2C=CC=CC2C2=C1N=C(N2CCCC(=O)NC)CCC (4-(4-amino-2-propyl-1H-imidazo[4,5-c]quinolin-1-yl)-N-methylbutanamide). As a reaction SMILES: C1C=C(Cl)C=C(C(OO)=O)C=1.[CH3:12][NH:13][C:14](=[O:34])[CH2:15][CH2:16][CH2:17][N:18]1[C:30]2[C:29]3[CH:28]=[CH:27][CH:26]=[CH:25][C:24]=3[N:23]=[CH:22][C:21]=2[N:20]=[C:19]1[CH2:31][CH2:32][CH3:33].[OH-].[NH4+:36].C1(C)C=CC(S(Cl)(=O)=O)=CC=1>C(Cl)(Cl)Cl>[NH2:36][C:22]1[C:21]2[N:20]=[C:19]([CH2:31][CH2:32][CH3:33])[N:18]([CH2:17][CH2:16][CH2:15][C:14]([NH:13][CH3:12])=[O:34])[C:30]=2[C:29]2[CH:28]=[CH:27][CH:26]=[CH:25][C:24]=2[N:23]=1 |f:2.3|. Procedure details: mCPBA (3.3 g, 15 mmol) was added to a solution of N-methyl-4-(2-propyl-1H-imidazo[4,5-c]quinolin-1-yl)butanamide (1.83 g, 5.90 mmol) in chloroform (75 mL), and the reaction was stirred for 1.5 hours at ambient temperature. Concentrated ammonium hydroxide (75 mL of 29%) and p-toluenesulfonyl chloride (1.7 g, 8.9 mmol) were then sequentially added with stirring, and the reaction was stirred for 45 minutes. The aqueous layer was separated and extracted with chloroform (1×50 mL). The combined organi... The reactants are CC(=O)OI1(C=2C=CC=CC2C(=O)O1)(OC(=O)C)OC(=O)C (Dess-Martin periodinane), S1N=NC(=C1)C1=CC=C(C=C1)C(C)O (1-[4-(1,2,3-thiadiazol-4-yl)phenyl]ethanol), C([O-])(O)=O.[Na+] (sodium bicarbonate). Run in C(Cl)Cl (methylene chloride). Conditions: time 1 hour. The product is S1N=NC(=C1)C1=CC=C(C=C1)C(C)=O (1-[4-(1,2,3-thiadiazol-4-yl)phenyl]ethanone). RXN SMILES: CC(OI1(OC(C)=O)(OC(C)=O)OC(=O)C2C=CC=CC1=2)=O.[S:23]1[CH:27]=[C:26]([C:28]2[CH:33]=[CH:32][C:31]([CH:34]([OH:36])[CH3:35])=[CH:30][CH:29]=2)[N:25]=[N:24]1.C(=O)(O)[O-].[Na+]>C(Cl)Cl>[S:23]1[CH:27]=[C:26]([C:28]2[CH:29]=[CH:30][C:31]([C:34](=[O:36])[CH3:35])=[CH:32][CH:33]=2)[N:25]=[N:24]1 |f:2.3|. Procedure details: Dess-Martin periodinane (2.1 g, 5.0 mmol) was added to an ambient temperature solution of 1-[4-(1,2,3-thiadiazol-4-yl)phenyl]ethanol (513 mg, 2.5 mmol) in methylene chloride (20 mL). After stirring at ambient temperature for 1 h, a solution of saturated aqueous sodium bicarbonate/saturated aqueous sodium thiosulfate (1:1) was added and the solution stirred until clear. The reaction mixture was extracted with methylene chloride. The combined organic extracts were dried (magnesium sulfate) and con... Reactants: Cl.ClC1=CC=NC2=CC(=C(C=C12)OC)OCCCN1CCCC1 (4-chloro-6-methoxy-7-(3-pyrrolidin-1-ylpropoxy)quinoline hydrochloride), ClC1=CC(=C(N)C=C1)F (4-chloro-2-fluoroaniline). Solvent: CC(CCC)O (2-pentanol). The product is Cl.ClC1=CC(=C(NC2=CC=NC3=CC(=C(C=C23)OC)OCCCN2CCCC2)C=C1)F (4-(4-chloro-2-fluoroanilino)-6-methoxy-7-(3-pyrrolidin-1-ylpropoxy)quinoline hydrochloride). The yield is 44.3%. RXN SMILES: Cl.[Cl:2][C:3]1[C:12]2[C:7](=[CH:8][C:9]([O:15][CH2:16][CH2:17][CH2:18][N:19]3[CH2:23][CH2:22][CH2:21][CH2:20]3)=[C:10]([O:13][CH3:14])[CH:11]=2)[N:6]=[CH:5][CH:4]=1.[Cl:24][C:25]1[CH:31]=[CH:30][C:28]([NH2:29])=[C:27]([F:32])[CH:26]=1>CC(O)CCC>[ClH:2].[Cl:24][C:25]1[CH:31]=[CH:30][C:28]([NH:29][C:3]2[C:12]3[C:7](=[CH:8][C:9]([O:15][CH2:16][CH2:17][CH2:18][N:19]4[CH2:23][CH2:22][CH2:21][CH2:20]4)=[C:10]([O:13][CH3:14])[CH:11]=3)[N:6]=[CH:5][CH:4]=2)=[C:27]([F:32])[CH:26]=1 |f:0.1,4.5|. Procedure: Using an analogous procedure to that described for Example 15, 4-chloro-6-methoxy-7-(3-pyrrolidin-1-ylpropoxy)quinoline hydrochloride (236 mg, 0.6 mmol), (prepared as described for the starting material in Example 31), was reacted with 4-chloro-2-fluoroaniline (80 μl, 0.72 mmol) in 2-pentanol (5 ml) to give 4-(4-chloro-2-fluoroanilino)-6-methoxy-7-(3-pyrrolidin-1-ylpropoxy)quinoline hydrochloride (124 mg, 42%).